Task: describe an organic reaction: reactants, conditions, products, and yield. Dataset: the Open Reaction Database (ORD), a public repository of structured organic reaction records The reactants are NC[C@H]1N(CCC[C@H]1C)C(=O)C1=C(C=CC(=C1)C)C=1C=NN(C1)C (((2S,3R)-2-(aminomethyl)-3-methylpiperidin-1-yl)(5-methyl-2-(1-methyl-1H-pyrazol-4-yl)phenyl)methanone), FC=1C(=C(C(=O)O)C=CC1)N1N=CC=N1 (3-fluoro-2-(2H-1,2,3-triazol-2-yl)benzoic acid). The product is NC[C@H]1N(CCC[C@H]1C)C(=O)C1=C(C(=CC=C1)F)N1N=CC=N1 (((2S,3R)-2-(Aminomethyl)-3-methylpiperidin-1-yl)(3-fluoro-2-(2H-1,2,3-triazol-2-yl)phenyl)methanone). RXN SMILES: [NH2:1][CH2:2][C@@H:3]1[C@H:8]([CH3:9])[CH2:7][CH2:6][CH2:5][N:4]1C(C1C=C(C)C=CC=1C1C=NN(C)C=1)=O.[F:25][C:26]1[C:27]([N:35]2[N:39]=[CH:38][CH:37]=[N:36]2)=[C:28]([CH:32]=[CH:33][CH:34]=1)[C:29]([OH:31])=O>>[NH2:1][CH2:2][C@@H:3]1[C@H:8]([CH3:9])[CH2:7][CH2:6][CH2:5][N:4]1[C:29]([C:28]1[CH:32]=[CH:33][CH:34]=[C:26]([F:25])[C:27]=1[N:35]1[N:39]=[CH:38][CH:37]=[N:36]1)=[O:31]. Procedure details: The title compound was prepared following the same general protocol as described for ((2S,3R)-2-(aminomethyl)-3-methylpiperidin-1-yl)(5-methyl-2-(1-methyl-1H-pyrazol-4-yl)phenyl)methanone in Example A1 using 3-fluoro-2-(2H-1,2,3-triazol-2-yl)benzoic acid. MS (ESI) 318 (M+H).